From a dataset of the Open Reaction Database (ORD), a public repository of structured organic reaction records. describe an organic reaction: reactants, conditions, products, and yield Reactants: [Li]CCCC, CC1CCCN(C)C1(C)C, CC=O, Fc1cc(F)cc(I)c1, C1CCOC1. The product is CC(O)c1c(F)cc(I)cc1F. Reaction SMILES: [CH2:1]([Li:2])[CH2:3][CH2:4][CH3:5].[CH3:6][CH:7]1[CH2:8][CH2:9][CH2:10][N:11]([CH3:12])[C:13]1([CH3:14])[CH3:15].[CH:25]([CH3:26])=[O:27].[F:16][c:17]1[cH:18][c:19]([F:24])[cH:20][c:21]([I:23])[cH:22]1.[O:28]1[CH2:29][CH2:30][CH2:31][CH2:32]1>>[F:16][c:17]1[c:18]([CH:25]([CH3:26])[OH:27])[c:19]([F:24])[cH:20][c:21]([I:23])[cH:22]1. The reactants are ClC1=CC=C2C(=CC=NC2=C1)N1CCNCC1 (7-Chloro-4-(piperazin-1-yl)quinoline), C1=CC=C(C=C1)OC(=NC#N)OC2=CC=CC=C2 (diphenyl cyanocarbonimidate). The solvent is C1CCOC1 (THF), CCOCC (ether). Product: ClC1=CC=C2C(=CC=NC2=C1)N1CCN(CC1)C(OC1=CC=CC=C1)=NC#N (7-Chloro-4-[4-[cyanimino(phenoxy)methyl]piperazin-1-yl]quinoline). RXN SMILES: [Cl:1][C:2]1[CH:11]=[C:10]2[C:5]([C:6]([N:12]3[CH2:17][CH2:16][NH:15][CH2:14][CH2:13]3)=[CH:7][CH:8]=[N:9]2)=[CH:4][CH:3]=1.[CH:18]1[CH:23]=[CH:22][C:21]([O:24][C:25](OC2C=CC=CC=2)=[N:26][C:27]#[N:28])=[CH:20][CH:19]=1>C1COCC1.CCOCC>[Cl:1][C:2]1[CH:11]=[C:10]2[C:5]([C:6]([N:12]3[CH2:17][CH2:16][N:15]([C:25](=[N:26][C:27]#[N:28])[O:24][C:21]4[CH:22]=[CH:23][CH:18]=[CH:19][CH:20]=4)[CH2:14][CH2:13]3)=[CH:7][CH:8]=[N:9]2)=[CH:4][CH:3]=1. Procedure details: 7-Chloro-4-(piperazin-1-yl)quinoline (798 mg, 3.22 mmol) and diphenyl cyanocarbonimidate (853 mg, 3.58 mmol) in THF (10 mL) are stirred at room temp. for 15 h. The reaction mixture is diluted with ether, and the precipitate is filtered off to yield the title product as a colorless solid. Starting materials: B.C(C)(C)(C)N (tert-butylamine borane), COC(C=C(CC(=O)OC)N)=O (Dimethyl-3-aminoglutaconate), S(O)(O)(=O)=O (sulfuric acid), CC(C)O (i-PrOH). Solvent: C1CCOC1 (THF). Run at time 8 hour. The product is S(O)(O)(=O)=O (sulfuric acid), COC(CC(CC(=O)OC)N)=O (3-amino-pentanedioic acid dimethyl ester). Yield: 96.6%. As a reaction SMILES: [S:1](=[O:5])(=[O:4])([OH:3])[OH:2].CC(O)C.B.C(N)(C)(C)C.[CH3:16][O:17][C:18](=[O:27])[CH:19]=[C:20]([NH2:26])[CH2:21][C:22]([O:24][CH3:25])=[O:23]>C1COCC1>[S:1](=[O:3])(=[O:2])([OH:5])[OH:4].[CH3:25][O:24][C:22](=[O:23])[CH2:21][CH:20]([NH2:26])[CH2:19][C:18]([O:17][CH3:16])=[O:27] |f:2.3|. Procedure details: A diluted alcoholic sulfuric acid solution is prepared by adding sulfuric acid (20.69 Kg) to i-PrOH (51.7 Kg) at 0-5° C. The resulting solution was slowly added to a solution of tert-butylamine borane (9.19 Kg) in THF (69.3 Kg), maintaining the temperature below −5° C. Dimethyl-3-aminoglutaconate (18.28 Kg) was slowly added to the resulting mixture, maintaining the temperature below 0° C. The resulting reaction mixture was stirred between 0° C. and 15° C. overnight, then quenched by slow additio... The reactants are COC1=CC=C(CN)C=C1 (4-Methoxybenzylamine), C(=S)=S (carbon disulfide), IC (iodomethane). The product is COC1=CC=C(CNC(SC)=S)C=C1 (Methyl N-(4-Methoxybenzyl)dithiocarbamate). RXN SMILES: [CH3:1][O:2][C:3]1[CH:10]=[CH:9][C:6]([CH2:7][NH2:8])=[CH:5][CH:4]=1.[C:11](=[S:13])=[S:12].I[CH3:15]>>[CH3:1][O:2][C:3]1[CH:10]=[CH:9][C:6]([CH2:7][NH:8][C:11](=[S:13])[S:12][CH3:15])=[CH:5][CH:4]=1. Procedure details: 4-Methoxybenzylamine (0.073 mol) was reacted with carbon disulfide (0.073 mol) and iodomethane (0.073 mol) substantially as described in Example 1B above to obtain 7.2 g (43%) as a crystalline solid: mp 67°-70°. Procedure details: Cyclopropanecarboxylic acid {2-[2-carbamoyl-1-(4-difluoromethoxy-3-ethoxy-phenyl)-ethyl]-7-chloro-3-oxo-2,3-dihydro-1H-isoindol-4-yl }-amide was prepared by the procedure of Example 6 from 3-[4-chloro-7-(cyclopropanecarbonylamino)-1-oxo-1,3-dihydro-isoindol-2-yl]-3-(4-difluoromethoxy-3-ethoxy-phenyl)-propionic acid (0.55 g, 1.1 mmol), CDI (0.26 g, 1.6 mmol) and NH4OH (0.35 ml, 3.3 mmol) in THF (15 ml) to give cyclopropanecarboxylic acid {2-[2-carbamoyl-1-(4-difluoromethoxy-3-ethoxy-phenyl)-ethyl... Product: C(N)(=O)CC(C1=CC(=C(C=C1)OC(F)F)OCC)N1CC2=C(C=CC(=C2C1=O)NC(=O)C1CC1)Cl (cyclopropanecarboxylic acid {2-[2-carbamoyl-1-(4-difluoromethoxy-3-ethoxy-phenyl)-ethyl]-7-chloro-3-oxo-2,3-dihydro-1H-isoindol-4-yl}-amide). The yield is 17.9%. Run in C1CCOC1 (THF). Reactants: ClC1=C2CN(C(C2=C(C=C1)NC(=O)C1CC1)=O)C(CC(=O)O)C1=CC(=C(C=C1)OC(F)F)OCC (3-[4-chloro-7-(cyclopropanecarbonylamino)-1-oxo-1,3-dihydro-isoindol-2-yl]-3-(4-difluoromethoxy-3-ethoxy-phenyl)-propionic acid), C1=CN(C=N1)C(=O)N2C=CN=C2 (CDI), [NH4+].[OH-] (NH4OH). RXN SMILES: [Cl:1][C:2]1[CH:10]=[CH:9][C:8]([NH:11][C:12]([CH:14]2[CH2:16][CH2:15]2)=[O:13])=[C:7]2[C:3]=1[CH2:4][N:5]([CH:18]([C:23]1[CH:28]=[CH:27][C:26]([O:29][CH:30]([F:32])[F:31])=[C:25]([O:33][CH2:34][CH3:35])[CH:24]=1)[CH2:19][C:20]([OH:22])=O)[C:6]2=[O:17].C1N=C[N:38](C(N2C=NC=C2)=O)C=1.[NH4+].[OH-]>C1COCC1>[C:20]([CH2:19][CH:18]([N:5]1[C:6](=[O:17])[C:7]2[C:3](=[C:2]([Cl:1])[CH:10]=[CH:9][C:8]=2[NH:11][C:12]([CH:14]2[CH2:15][CH2:16]2)=[O:13])[CH2:4]1)[C:23]1[CH:28]=[CH:27][C:26]([O:29][CH:30]([F:31])[F:32])=[C:25]([O:33][CH2:34][CH3:35])[CH:24]=1)(=[O:22])[NH2:38] |f:2.3|. Reaction SMILES: [C:4]([CH3:5])([CH3:6])([CH3:7])[O:8][C:9](=[O:10])[N:11]1[CH2:12][CH2:13][C:14](=[O:17])[CH2:15][CH2:16]1.[CH3:18][OH:19].[CH3:2][NH2:3].[ClH:1].[Pt:20]=[O:21]>>[CH2:2]([NH2:3])[CH:14]1[CH2:13][CH2:12][N:11]([C:9]([O:8][C:4]([CH3:5])([CH3:6])[CH3:7])=[O:10])[CH2:16][CH2:15]1. The product is CC(C)(C)OC(=O)N1CCC(CN)CC1. Starting materials: CC(C)(C)OC(=O)N1CCC(=O)CC1, CO, CN, Cl, O=[Pt].